This data is from the Open Reaction Database (ORD), a public repository of structured organic reaction records. The task is: describe an organic reaction: reactants, conditions, products, and yield Reactants: CN(C)C=O, Cc1oc(-c2ccccc2)nc1CCc1nc(CCl)co1, [H-], [Na+], O, COC(=O)Cc1ccccc1O. Product: COC(=O)Cc1ccccc1OCc1coc(CCc2nc(-c3ccccc3)oc2C)n1. As a reaction SMILES: [CH3:34][N:35]([CH3:36])[CH:37]=[O:38].[Cl:1][CH2:2][c:3]1[n:4][c:5]([CH2:8][CH2:9][c:10]2[n:11][c:12](-[c:16]3[cH:17][cH:18][cH:19][cH:20][cH:21]3)[o:13][c:14]2[CH3:15])[o:6][cH:7]1.[H-:39].[Na+:40].[OH2:41].[OH:22][c:23]1[c:24]([CH2:29][C:30](=[O:31])[O:32][CH3:33])[cH:25][cH:26][cH:27][cH:28]1>>[CH2:2]([c:3]1[n:4][c:5]([CH2:8][CH2:9][c:10]2[n:11][c:12](-[c:16]3[cH:17][cH:18][cH:19][cH:20][cH:21]3)[o:13][c:14]2[CH3:15])[o:6][cH:7]1)[O:22][c:23]1[c:24]([CH2:29][C:30](=[O:31])[O:32][CH3:33])[cH:25][cH:26][cH:27][cH:28]1. Reactants: [N+](=O)([O-])C=1C=CC(=NC1)CCC(=O)O (3-(5-nitropyrid-2-yl)propionic acid). Reagents/catalysts: [Pd] (palladium on carbon). Solvent: C(C)O (ethanol). Run at time 1.5 hour. Yields the product NC=1C=CC(=NC1)CCC(=O)O (3-(5-Aminopyrid-2-yl)propionic acid). The yield is 90.0%. As a reaction SMILES: [N+:1]([C:4]1[CH:5]=[CH:6][C:7]([CH2:10][CH2:11][C:12]([OH:14])=[O:13])=[N:8][CH:9]=1)([O-])=O>C(O)C.[Pd]>[NH2:1][C:4]1[CH:5]=[CH:6][C:7]([CH2:10][CH2:11][C:12]([OH:14])=[O:13])=[N:8][CH:9]=1. Procedure: A solution of 3-(5-nitropyrid-2-yl)propionic acid (4.50 g) in ethanol (140 ml) containing 10% palladium on carbon (0.45 g) was shaken under an atmosphere of hydrogen at 3.4 atmospheres pressure for 1.5 hours. The catalyst was removed by filtration and the filtrate was evaporated to dryness. The residue was recrystallised from acetonitrile to give the title compound (3.43 g) m.p. 118°-120° C. Starting materials: ( I ), ClCCN1CCCCC1 (N-(2-chloroethyl)piperidine), C(C)(=O)N1CCC(CC1)N(C(=O)NC=1SC(=CN1)SC#N)[C@@H]1CC[C@H](CC1)C (1-(1-acetyl-piperidin-4-yl)-1-(trans-4-methyl-cyclohexyl)-3-(5-thiocyanato-thiazol-2-yl)-urea), SC[C@H](O)[C@H](O)CS (dithioerythritol). Yields the product C(C)(=O)N1CCC(CC1)N(C(=O)NC=1SC(=CN1)SCCN1CCCCC1)[C@@H]1CC[C@H](CC1)C (1-(1-Acetyl-piperidin-4-yl)-1-(trans-4-methyl-cyclohexyl)-3-[5-(2-piperidin-1-yl-ethylsulfanyl)-thiazol-2-yl]-urea). RXN SMILES: [C:1]([N:4]1[CH2:9][CH2:8][CH:7]([N:10]([C@H:22]2[CH2:27][CH2:26][C@H:25]([CH3:28])[CH2:24][CH2:23]2)[C:11]([NH:13][C:14]2[S:15][C:16]([S:19]C#N)=[CH:17][N:18]=2)=[O:12])[CH2:6][CH2:5]1)(=[O:3])[CH3:2].SC[C@@H]([C@@H](CS)O)O.Cl[CH2:38][CH2:39][N:40]1[CH2:45][CH2:44][CH2:43][CH2:42][CH2:41]1>>[C:1]([N:4]1[CH2:5][CH2:6][CH:7]([N:10]([C@H:22]2[CH2:23][CH2:24][C@H:25]([CH3:28])[CH2:26][CH2:27]2)[C:11]([NH:13][C:14]2[S:15][C:16]([S:19][CH2:38][CH2:39][N:40]3[CH2:45][CH2:44][CH2:43][CH2:42][CH2:41]3)=[CH:17][N:18]=2)=[O:12])[CH2:8][CH2:9]1)(=[O:3])[CH3:2]. Reported procedure: Prepared as described in general procedures (H) and (I) using 1-(1-acetyl-piperidin-4-yl)-1-(trans-4-methyl-cyclohexyl)-3-(5-thiocyanato-thiazol-2-yl)-urea, dithioerythritol and N-(2-chloroethyl)piperidine Reactants: [H-].[Na+] (sodium hydride), [Cl-].[NH4+] (ammonium chloride), ClC1=NC=NC(=C1F)Cl (4,6-dichloro-5-fluoropyrimidine), C(C#CCC)O (2-pentyn-1-ol). Run in O1CCCC1 (tetrahydrofuran), O1CCCC1 (tetrahydrofuran), O1CCCC1 (tetrahydrofuran). Conditions: time 10 minute. Product: ClC1=NC=NC(=C1F)OCC#CCC (4-chloro-5-fluoro-6-(2-pentynyloxy)pyrimidine). Yield: 102.9%. Reaction SMILES: [H-].[Na+].[CH2:3]([OH:8])[C:4]#[C:5][CH2:6][CH3:7].[Cl:9][C:10]1[C:15]([F:16])=[C:14](Cl)[N:13]=[CH:12][N:11]=1.[Cl-].[NH4+]>O1CCCC1>[Cl:9][C:10]1[C:15]([F:16])=[C:14]([O:8][CH2:3][C:4]#[C:5][CH2:6][CH3:7])[N:13]=[CH:12][N:11]=1 |f:0.1,4.5|. Procedure details: 0.58 g of sodium hydride (60% oil suspension) was suspended in 20 ml of tetrahydrofuran. 1 ml of tetrahydrofuran solution of 0.88 g of 2-pentyn-1-ol was added dropwise at 0 therein slowly, and the mixture was stirred for 10 minutes. Into the mixture was added dropwise 5 ml of tetrahydrofuran solution of 2 g of 4,6-dichloro-5-fluoropyrimidine at 0° C., and stirred for 70 minutes. The reaction mixture was poured into a saturated ammonium chloride aqueous solution, and the mixture was extracted wit... Starting materials: C(C)OC(=O)C=1C(=NN2C1C=C(C=C2OCC2CCCCC2)C)C (7-(Cyclohexylmethoxy)-2,5-dimethylpyrazolo[1,5-a]pyridine-3-carboxylic Acid ethyl Ester), FC(C(=O)O)(F)F (trifluoroacetic acid), [OH-].[Na+] (sodium hydroxide), C(C)#N (acetonitrile). Solvent: O1CCOCC1 (dioxane). Conditions: temperature 100 celsius, time 15 hour. Product: C1(CCCCC1)COC1=CC(=CC=2N1N=C(C2C(=O)O)C)C (7-(Cyclohexylmethoxy)-2,5-dimethylpyrazolo[1,5-a]pyridine-3-carboxylic Acid). As a reaction SMILES: C([O:3][C:4]([C:6]1[C:7]([CH3:24])=[N:8][N:9]2[C:14]([O:15][CH2:16][CH:17]3[CH2:22][CH2:21][CH2:20][CH2:19][CH2:18]3)=[CH:13][C:12]([CH3:23])=[CH:11][C:10]=12)=[O:5])C.[OH-].[Na+].C(#N)C.FC(F)(F)C(O)=O>O1CCOCC1>[CH:17]1([CH2:16][O:15][C:14]2[N:9]3[N:8]=[C:7]([CH3:24])[C:6]([C:4]([OH:5])=[O:3])=[C:10]3[CH:11]=[C:12]([CH3:23])[CH:13]=2)[CH2:18][CH2:19][CH2:20][CH2:21][CH2:22]1 |f:1.2|. Reported procedure: A solution of 220 mg (0.469 mmol, 71% pure) of 7-(cyclohexylmethoxy)-2,5-dimethylpyrazolo[1,5-a]pyridine-3-carboxylic acid ethyl ester from Example 119A in 4 ml of dioxane was admixed with 2 ml of 2 N sodium hydroxide solution. The resulting mixture was stirred at 100° C. for 15 h. The solvent was drawn off under reduced pressure and acetonitrile (5 ml) was added to the residue, and then trifluoroacetic acid (2 ml) was added dropwise. The resulting precipitate was filtered off and dried under re...